Dataset: the Open Reaction Database (ORD), a public repository of structured organic reaction records. Task: describe an organic reaction: reactants, conditions, products, and yield The reactants are CC(C)(C)OC(=O)NC(Cc1ccc(OC(C)(C)C)cc1)CC(O)C=CC(O)C(Cc1ccccc1)C(=O)SCc1ccccc1, C1CCOC1, Cl, [Li+], [OH-], OO. Product: CC(C)(C)OC(=O)NC(Cc1ccc(OC(C)(C)C)cc1)CC(O)C=CC(O)C(Cc1ccccc1)C(=O)O. RXN SMILES: [CH2:1]([S:2][C:9]([CH:10]([CH:11]([CH:12]=[CH:13][CH:14]([CH2:15][CH:16]([CH2:17][c:18]1[cH:19][cH:20][c:21]([O:24][C:25]([CH3:26])([CH3:27])[CH3:28])[cH:22][cH:23]1)[NH:29][C:30](=[O:31])[O:32][C:33]([CH3:34])([CH3:35])[CH3:36])[OH:37])[OH:38])[CH2:39][c:40]1[cH:41][cH:42][cH:43][cH:44][cH:45]1)=[O:46])[c:3]1[cH:4][cH:5][cH:6][cH:7][cH:8]1.[CH2:52]1[O:53][CH2:54][CH2:55][CH2:56]1.[ClH:51].[Li+:48].[OH-:47].[OH:49][OH:50]>>[C:9]([CH:10]([CH:11]([CH:12]=[CH:13][CH:14]([CH2:15][CH:16]([CH2:17][c:18]1[cH:19][cH:20][c:21]([O:24][C:25]([CH3:26])([CH3:27])[CH3:28])[cH:22][cH:23]1)[NH:29][C:30](=[O:31])[O:32][C:33]([CH3:34])([CH3:35])[CH3:36])[OH:37])[OH:38])[CH2:39][c:40]1[cH:41][cH:42][cH:43][cH:44][cH:45]1)([OH:46])=[O:47]. The reactants are CC(C)(C)OC(=O)N(CC(=O)c1cn2c3c(cccc13)CCC2)C(=O)Cc1cn(C(=O)OC(C)(C)C)c2ccccc12, C1CCC2=NCCCN2CC1, CN(C)C=O. Yields the product CC(C)(C)OC(=O)N1CC(c2cn3c4c(cccc24)CCC3)=C(c2cn(C(=O)OC(C)(C)C)c3ccccc23)C1=O. As a reaction SMILES: [C:1]([CH3:2])([CH3:3])([CH3:4])[O:5][C:6](=[O:7])[n:8]1[cH:9][c:10]([CH2:17][C:18](=[O:19])[N:20]([CH2:21][C:22](=[O:23])[c:24]2[cH:25][n:26]3[c:35]4[c:30]([cH:31][cH:32][cH:33][c:34]24)[CH2:29][CH2:28][CH2:27]3)[C:36](=[O:37])[O:38][C:39]([CH3:40])([CH3:41])[CH3:42])[c:11]2[cH:12][cH:13][cH:14][cH:15][c:16]12.[CH2:43]1[CH2:44][CH2:45][C:46]2=[N:51][CH2:50][CH2:49][CH2:48][N:47]2[CH2:52][CH2:53]1.[O:54]=[CH:55][N:56]([CH3:57])[CH3:58]>>[C:1]([CH3:2])([CH3:3])([CH3:4])[O:5][C:6](=[O:7])[n:8]1[cH:9][c:10]([C:17]2=[C:22]([c:24]3[cH:25][n:26]4[c:35]5[c:30]([cH:31][cH:32][cH:33][c:34]35)[CH2:29][CH2:28][CH2:27]4)[CH2:21][N:20]([C:36](=[O:37])[O:38][C:39]([CH3:40])([CH3:41])[CH3:42])[C:18]2=[O:19])[c:11]2[cH:12][cH:13][cH:14][cH:15][c:16]12.